Dataset: the Open Reaction Database (ORD), a public repository of structured organic reaction records. Task: describe an organic reaction: reactants, conditions, products, and yield Reactants: C(C1=CC=CC=C1)OC1=C(C(=CC=C1)C(=O)O)CCCC(=O)O (4-[2-benzyloxy-6-carboxy-phenyl]butanoic acid). The reagents and catalysts are [Pd] (Pd/C). Run in C(C)O (ethanol). Product: OC1=C(C(=CC=C1)C(=O)O)CCCC(=O)O (4-[2-Hydroxy-6-carboxy-phenyl]butanoic acid). Yield: 110.8%. As a reaction SMILES: C([O:8][C:9]1[CH:14]=[CH:13][CH:12]=[C:11]([C:15]([OH:17])=[O:16])[C:10]=1[CH2:18][CH2:19][CH2:20][C:21]([OH:23])=[O:22])C1C=CC=CC=1>C(O)C.[Pd]>[OH:8][C:9]1[CH:14]=[CH:13][CH:12]=[C:11]([C:15]([OH:17])=[O:16])[C:10]=1[CH2:18][CH2:19][CH2:20][C:21]([OH:23])=[O:22]. Procedure: A solution of 4-[2-benzyloxy-6-carboxy-phenyl]butanoic acid (5 g, 15.9 mmol) in ethanol was hydrogenated at 60 psi for 4 hr over 10% Pd/C (1 g). The mixture was filtered, and the filtrate was concentrated in vacuo to give a white solid (3.95 g, 99%). Reactants: ice water, ClC=1C=C(C(C#N)=CC1Cl)C#N (4,5-dichlorophthalonitrile), C([O-])([O-])=O.[K+].[K+] (potassium carbonate), C1(=CC=CC=C1)O (phenol). The solvent is CS(=O)C (DMSO). Reaction conditions: temperature 90 celsius. The product is O(C1=CC=CC=C1)C=1C=C(C(C#N)=CC1OC1=CC=CC=C1)C#N (4,5-diphenoxyphthalonitrile). The yield is 90.8%. As a reaction SMILES: Cl[C:2]1[CH:3]=[C:4]([C:11]#[N:12])[C:5](=[CH:8][C:9]=1Cl)[C:6]#[N:7].[C:13]1([OH:19])[CH:18]=[CH:17][CH:16]=[CH:15][CH:14]=1.[C:20](=[O:23])([O-])[O-].[K+].[K+]>CS(C)=O>[O:19]([C:2]1[CH:3]=[C:4]([C:11]#[N:12])[C:5](=[CH:8][C:9]=1[O:23][C:20]1[CH:4]=[CH:3][CH:2]=[CH:9][CH:8]=1)[C:6]#[N:7])[C:13]1[CH:18]=[CH:17][CH:16]=[CH:15][CH:14]=1 |f:2.3.4|. Reported procedure: 5.0 g of 4,5-dichlorophthalonitrile was dissolved in 50 ml of DMSO. 14.3 g of phenol was added and the solution was heated to 90° C. Portions of 6.9 g of potassium carbonate was added every five minutes until a total of 55.2 g had been added. The mixture was stirred at 90° C. for thirty minutes then cooled and poured into 500 ml of ice-water. The resulting solid precipitate was collected and crystallized from methanol to produce 3.6 g of product; 1H NMR (200 Mz, CDCl3) δ=7.49-7.38 (m, 4H), 7.32-... The reactants are C(C1=CC=CC=C1)(=O)NC1=C2N=CN(C2=NC=N1)C1(O)[C@H](OC(C2=CC=CC=C2)=O)[C@@H](OCP(=O)(OC(C)C)OC(C)C)CO1 (1-(N6-benzoyladenin-9-yl)-2-O-benzoyl-3-O-(diisopropylphosphonomethyl-)-L-threofuranose), N (ammonia). The solvent is CO (MeOH). Product: N1=CN=C2N(C=NC2=C1N)C1(O)[C@H](O)[C@@H](OCP(=O)(OC(C)C)OC(C)C)CO1 (1-(adenin-9-yl)-3-O-(diisopropylphosphonomethyl)-L-threofuranose). The yield is 83.8%. Reaction SMILES: C([NH:9][C:10]1[N:18]=[CH:17][N:16]=[C:15]2[C:11]=1[N:12]=[CH:13][N:14]2[C:19]1([O:45][CH2:44][C@H:31]([O:32][CH2:33][P:34]([O:40][CH:41]([CH3:43])[CH3:42])([O:36][CH:37]([CH3:39])[CH3:38])=[O:35])[C@H:21]1[O:22]C(=O)C1C=CC=CC=1)[OH:20])(=O)C1C=CC=CC=1.N>CO>[N:18]1[C:10]([NH2:9])=[C:11]2[C:15]([N:14]([C:19]3([O:45][CH2:44][C@H:31]([O:32][CH2:33][P:34]([O:40][CH:41]([CH3:43])[CH3:42])([O:36][CH:37]([CH3:39])[CH3:38])=[O:35])[C@H:21]3[OH:22])[OH:20])[CH:13]=[N:12]2)=[N:16][CH:17]=1. Procedure details: A solution of 11 (431 mg, 0.80 mmol) in MeOH saturated with ammonia (100 mL) was stirred at room temperature overnight. The mixture was concentrated, and the residue was purified by column chromatography (CH2Cl2:MeOH=9:1) to give compound 15 (278 mg, 0.67 mmol) as a white powder in 84% yield which was characterized as follows: Starting materials: CC(=O)OC(C)=O, O=c1ccc(-c2ccccc2O)n[nH]1, c1ccncc1. The product is CC(=O)Oc1ccccc1-c1ccc(=O)[nH]n1. RXN SMILES: [CH3:15][C:16](=[O:17])[O:18][C:19](=[O:20])[CH3:21].[OH:1][c:2]1[c:3](-[c:8]2[cH:9][cH:10][c:11](=[O:14])[nH:12][n:13]2)[cH:4][cH:5][cH:6][cH:7]1.[cH:22]1[cH:23][cH:24][n:25][cH:26][cH:27]1>>[O:1]([c:2]1[c:3](-[c:8]2[cH:9][cH:10][c:11](=[O:14])[nH:12][n:13]2)[cH:4][cH:5][cH:6][cH:7]1)[C:16]([CH3:15])=[O:17]. The reactants are Cl (Hydrochloric acid), C[Mg]I (methylmagnesium iodide), C(C)OCC (diethyl ether), BrC1=CC=C(C=C1)C1=CC=C(C=C1)C(C(=O)OCC)(F)F (Ethyl (4′-bromobiphenyl-4-yl)(difluoro)acetate). Run in O1CCCC1 (tetrahydrofuran). Reaction conditions: time 5 hour. Product: BrC1=CC=C(C=C1)C1=CC=C(C=C1)C(C(C)(O)C)(F)F (1-(4′-Bromobiphenyl-4-yl)-1,1-difluoro-2-methylpropan-2-ol). Yield: 62.0%. As a reaction SMILES: [Br:1][C:2]1[CH:7]=[CH:6][C:5]([C:8]2[CH:13]=[CH:12][C:11]([C:14]([F:21])([F:20])C(OCC)=O)=[CH:10][CH:9]=2)=[CH:4][CH:3]=1.[CH3:22][Mg]I.C([O:27][CH2:28][CH3:29])C.Cl>O1CCCC1>[Br:1][C:2]1[CH:3]=[CH:4][C:5]([C:8]2[CH:13]=[CH:12][C:11]([C:14]([F:20])([F:21])[C:28]([CH3:29])([OH:27])[CH3:22])=[CH:10][CH:9]=2)=[CH:6][CH:7]=1. Procedure: Ethyl (4′-bromobiphenyl-4-yl)(difluoro)acetate (0.10 g, 0.28 mmol) obtained in Example 30-(1) was dissolved in tetrahydrofuran (20 mL), and a solution of methylmagnesium iodide in diethyl ether (3.0 M, 1.0 mL, 3.0 mmol) was added under a nitrogen atmosphere at room temperature, followed by stirring at the same temperature for 5 hours. Hydrochloric acid (1 M) was added to the reaction solution, followed by extraction with ethyl acetate, and subsequently the extract was dried over anhydrous sodium... Starting materials: CCOC(=O)C1CC2(CCOCC2)CN1C(=O)OCc1ccccc1, C1CCOC1, CO, Cl, [Li+], [OH-], O, O. The product is O=C(O)C1CC2(CCOCC2)CN1C(=O)OCc1ccccc1. As a reaction SMILES: [CH2:1]1[N:2]([C:16](=[O:17])[O:18][CH2:19][c:20]2[cH:21][cH:22][cH:23][cH:24][cH:25]2)[CH:3]([C:11](=[O:12])[O:13][CH2:14][CH3:15])[CH2:4][C:5]12[CH2:6][CH2:7][O:8][CH2:9][CH2:10]2.[CH2:30]1[O:31][CH2:32][CH2:33][CH2:34]1.[CH3:36][OH:37].[ClH:29].[Li+:28].[OH-:27].[OH2:26].[OH2:35]>>[CH2:1]1[N:2]([C:16](=[O:17])[O:18][CH2:19][c:20]2[cH:21][cH:22][cH:23][cH:24][cH:25]2)[CH:3]([C:11](=[O:12])[OH:13])[CH2:4][C:5]12[CH2:6][CH2:7][O:8][CH2:9][CH2:10]2. Reactants: CO, O, CC1(C)OCC(C(O)CNC(=O)c2ccc(S(=O)(=O)Nc3ccc(F)cc3C(F)(F)F)cc2)O1. Product: O=C(NCC(O)C(O)CO)c1ccc(S(=O)(=O)Nc2ccc(F)cc2C(F)(F)F)cc1. As a reaction SMILES: [CH3:36][OH:37].[OH2:35].[OH:1][CH:2]([CH2:3][NH:4][C:5]([c:6]1[cH:7][cH:8][c:9]([S:12]([NH:13][c:14]2[c:15]([C:21]([F:22])([F:23])[F:24])[cH:16][c:17]([F:20])[cH:18][cH:19]2)(=[O:25])=[O:26])[cH:10][cH:11]1)=[O:27])[CH:28]1[O:29][C:30]([CH3:33])([CH3:34])[O:31][CH2:32]1>>[OH:1][CH:2]([CH2:3][NH:4][C:5]([c:6]1[cH:7][cH:8][c:9]([S:12]([NH:13][c:14]2[c:15]([C:21]([F:22])([F:23])[F:24])[cH:16][c:17]([F:20])[cH:18][cH:19]2)(=[O:25])=[O:26])[cH:10][cH:11]1)=[O:27])[CH:28]([OH:29])[CH2:32][OH:31]. Reactants: N1(CCOCC1)C=1N=C(NC(C1)=O)CC(=O)OCC (ethyl [4-(morpholin-4-yl)-6-oxo-1,6-dihydropyrimidin-2-yl]acetate), FC(C=1C=C(N)C=CC1)(F)F (3-(trifluoromethyl)aniline). Yields the product N1(CCOCC1)C=1N=C(NC(C1)=O)CC(=O)NC1=CC(=CC=C1)C(F)(F)F (2-[4-(morpholin-4-yl)-6-oxo-1,6-dihydropyrimidin-2-yl]-N-[3-(trifluoromethyl)phenyl]acetamide). As a reaction SMILES: [N:1]1([C:7]2[N:8]=[C:9]([CH2:14][C:15]([O:17]CC)=O)[NH:10][C:11](=[O:13])[CH:12]=2)[CH2:6][CH2:5][O:4][CH2:3][CH2:2]1.[F:20][C:21]([F:30])([F:29])[C:22]1[CH:23]=[C:24]([CH:26]=[CH:27][CH:28]=1)[NH2:25]>>[N:1]1([C:7]2[N:8]=[C:9]([CH2:14][C:15]([NH:25][C:24]3[CH:26]=[CH:27][CH:28]=[C:22]([C:21]([F:20])([F:29])[F:30])[CH:23]=3)=[O:17])[NH:10][C:11](=[O:13])[CH:12]=2)[CH2:2][CH2:3][O:4][CH2:5][CH2:6]1. Procedure: The product is prepared according to the procedure described in Example 9, using 300 mg of ethyl [4-(morpholin-4-yl)-6-oxo-1,6-dihydropyrimidin-2-yl]acetate prepared in stage 1 of Example 1 and 0.705 ml of 3-(trifluoromethyl)aniline in place of the 2-fluoroaniline. 228 mg of 2-[4-(morpholin-4-yl)-6-oxo-1,6-dihydropyrimidin-2-yl]-N-[3-(trifluoromethyl)phenyl]acetamide are obtained in the form of a white solid, the characteristics of which are the following: Reactants: OCCBr, O=C([O-])[O-], c1ccc(CNCc2ccoc2)cc1, CN(C)C=O, [K+], [K+], O. Yields the product OCCN(Cc1ccccc1)Cc1ccoc1. RXN SMILES: [Br:15][CH2:16][CH2:17][OH:18].[C:19](=[O:20])([O-:21])[O-:22].[CH2:1]([c:2]1[cH:3][cH:4][cH:5][cH:6][cH:7]1)[NH:8][CH2:9][c:10]1[cH:11][o:12][cH:13][cH:14]1.[CH3:26][N:27]([CH3:28])[CH:29]=[O:30].[K+:23].[K+:24].[OH2:25]>>[CH2:1]([c:2]1[cH:3][cH:4][cH:5][cH:6][cH:7]1)[N:8]([CH2:9][c:10]1[cH:11][o:12][cH:13][cH:14]1)[CH2:16][CH2:17][OH:18]. Starting materials: Cl (HCl), OC(C(=O)O)(C)C (2-Hydroxyisobutyric acid), C(C1=CC=CC=C1)O (benzyl alcohol), C(=O)(O)[O-].[Na+] (NaHCO3). Reaction conditions: time 8 hour. Yields the product OC(C(=O)OCC1=CC=CC=C1)(C)C (Benzyl 2-hydroxyisobutyrate). Reaction SMILES: [OH:1][C:2]([CH3:7])([CH3:6])[C:3]([OH:5])=[O:4].Cl.C([O-])(O)=O.[Na+].[CH2:14](O)[C:15]1[CH:20]=[CH:19][CH:18]=[CH:17][CH:16]=1>>[OH:1][C:2]([CH3:7])([CH3:6])[C:3]([O:5][CH2:14][C:15]1[CH:20]=[CH:19][CH:18]=[CH:17][CH:16]=1)=[O:4] |f:2.3|. Procedure details: 2-Hydroxyisobutyric acid (15 gm) was dissolved in benzyl alcohol (80 mL) at 0° C. and the solution was saturated with HCl gas. This solution was stored at rt overnight and then was poured into sat. NaHCO3 solution. This was extracted twice with CHCl3 and the combined organic extracts were dried (Na2SO4), filtered and evaporated to dryness. The residue so obtained was fractionally distilled and the title compound was obtained as a fraction that boiled at 85°-100° C. at 0.2 mm.